describe an organic reaction: reactants, conditions, products, and yield From a dataset of the Open Reaction Database (ORD), a public repository of structured organic reaction records. The reactants are FC1=CC=C(C=C1)C1=NC2=CC=CC=C2C(=N1)C(=O)O (2-(4-fluorophenyl)quinazoline-4-carboxylic acid), Cl.OC1=C2CCNCC2=CC=C1 (5-hydroxy-1,2,3,4-tetrahydroisoquinoline hydrochloride). Product: FC1=CC=C(C=C1)C1=NC2=CC=CC=C2C(=N1)C(=O)N1CC2=CC=CC(=C2CC1)O (2-[[2-(4-fluorophenyl)quinazolin-4-yl]carbonyl]-5-hydroxy-1,2,3,4-tetrahydroisoquinoline). Isolated yield 24.2%. As a reaction SMILES: [F:1][C:2]1[CH:7]=[CH:6][C:5]([C:8]2[N:17]=[C:16]([C:18](O)=[O:19])[C:15]3[C:10](=[CH:11][CH:12]=[CH:13][CH:14]=3)[N:9]=2)=[CH:4][CH:3]=1.Cl.[OH:22][C:23]1[CH:32]=[CH:31][CH:30]=[C:29]2[C:24]=1[CH2:25][CH2:26][NH:27][CH2:28]2>>[F:1][C:2]1[CH:3]=[CH:4][C:5]([C:8]2[N:17]=[C:16]([C:18]([N:27]3[CH2:26][CH2:25][C:24]4[C:29](=[CH:30][CH:31]=[CH:32][C:23]=4[OH:22])[CH2:28]3)=[O:19])[C:15]3[C:10](=[CH:11][CH:12]=[CH:13][CH:14]=3)[N:9]=2)=[CH:6][CH:7]=1 |f:1.2|. Reported procedure: Reaction of 2-(4-fluorophenyl)quinazoline-4-carboxylic acid with 5-hydroxy-1,2,3,4-tetrahydroisoquinoline hydrochloride gave compound 9 (24.2% yield): 1H NMR (300 MHz, DMSO-d6) δ 2.60 and 2.87 (2t, 2H), 3.51 and 4.07 (2t, 2H), 4.45 and 4.96 (2s, 2H), 6.32-6.79 (m, 2H), 6.88 and 7.08 (2t, 1H), 7.37-7.44 (m, 2H), 7.70-7.79 (m, 1H), 7.88-7.99 (2d, 1H), 8.07-8.18 (m, 2H), 8.53-8.62 (m, 2H), 9.50 and 9.55 (2s, 1H); 19F (282 MHz, DMSO-d6) δ −110.0; MS (ESI) m/z 400 ([M+H]+). The reactants are O=S(=O)(Cl)c1ccccc1C(F)(F)F, CC1(C)Oc2ccc(C#N)cc2C(N)C1O, c1ccncc1. Yields the product CC1(C)Oc2ccc(C#N)cc2C(NS(=O)(=O)c2ccccc2C(F)(F)F)C1O. RXN SMILES: [F:17][C:18]([c:19]1[c:20]([S:25](=[O:26])(=[O:27])[Cl:28])[cH:21][cH:22][cH:23][cH:24]1)([F:29])[F:30].[NH2:1][CH:2]1[CH:3]([OH:16])[C:4]([CH3:14])([CH3:15])[O:5][c:6]2[cH:7][cH:8][c:9]([C:12]#[N:13])[cH:10][c:11]21.[cH:31]1[cH:32][cH:33][n:34][cH:35][cH:36]1>>[NH:1]([CH:2]1[CH:3]([OH:16])[C:4]([CH3:14])([CH3:15])[O:5][c:6]2[cH:7][cH:8][c:9]([C:12]#[N:13])[cH:10][c:11]21)[S:25]([c:20]1[c:19]([C:18]([F:17])([F:29])[F:30])[cH:24][cH:23][cH:22][cH:21]1)(=[O:26])=[O:27]. Starting materials: [OH-].[Na+] (sodium hydroxide), S1C(SCCC1)=C(C1=CC=CC=C1)C1=CC=C(C=C1)O ((1,3-dithian-2-ylidene)-(4-hydroxyphenyl)-phenylmethane), ClCC(=O)O (chloroacetic acid), Cl (hydrochloric acid). Run in O (water), O (water). Yields the product C(=O)(O)COC1=CC=C(C=C1)C(C1=CC=CC=C1)=C1SCCCS1 ((4-carboxymethoxyphenyl)-(1,3-dithian-2-ylidene)-phenylmethane). Reaction SMILES: [OH-].[Na+].[S:3]1[CH2:8][CH2:7][CH2:6][S:5][C:4]1=[C:9]([C:16]1[CH:21]=[CH:20][C:19]([OH:22])=[CH:18][CH:17]=1)[C:10]1[CH:15]=[CH:14][CH:13]=[CH:12][CH:11]=1.Cl[CH2:24][C:25]([OH:27])=[O:26].Cl>O>[C:25]([CH2:24][O:22][C:19]1[CH:18]=[CH:17][C:16]([C:9](=[C:4]2[S:5][CH2:6][CH2:7][CH2:8][S:3]2)[C:10]2[CH:11]=[CH:12][CH:13]=[CH:14][CH:15]=2)=[CH:21][CH:20]=1)([OH:27])=[O:26] |f:0.1|. Procedure: To a solution of sodium hydroxide (1.3 g) in water (30 ml), (1,3-dithian-2-ylidene)-(4-hydroxyphenyl)-phenylmethane (3.0 g) and chloroacetic acid (1.4 g) are added. The mixture is refluxed for 3 hours. The water is slowly acidified with concentrated hydrochloric acid to pH 3. The aqueous phase is extracted with water (3×20 ml). The combined organic phases are washed with water (2×10 ml) and dried over magnesium sulphate. The solvent is evaporated in vacuo. The residue is purified by column chrom... Reactants: CN([C@H]1CN(CC1)C1=C(C=C(C=C1)N1C(C2=CC=C(C=C2CC1)OS(=O)(=O)C(F)(F)F)=O)F)C (Trifluoromethanesulfonic acid 2-[4-((R)-3-dimethylaminopyrrolidin-1-yl)-3-fluorophenyl]-1-oxo-1,2,3,4-tetrahydroisoquinolin-6-yl ester), FC1=CC=C(C=C1)B(O)O (4-fluorophenylboronic acid). Product: CN([C@H]1CN(CC1)C1=C(C=C(C=C1)N1C(C2=CC=C(C=C2CC1)C1=CC=C(C=C1)F)=O)F)C (2-[4-((R)-3-Dimethylaminopyrrolidin-1-yl)-3-fluorophenyl]-6-(4-fluorophenyl)-3,4-dihydro-2H-isoquinolin-1-one). As a reaction SMILES: [CH3:1][N:2]([CH3:34])[C@@H:3]1[CH2:7][CH2:6][N:5]([C:8]2[CH:13]=[CH:12][C:11]([N:14]3[CH2:23][CH2:22][C:21]4[C:16](=[CH:17][CH:18]=[C:19](OS(C(F)(F)F)(=O)=O)[CH:20]=4)[C:15]3=[O:32])=[CH:10][C:9]=2[F:33])[CH2:4]1.[F:35][C:36]1[CH:41]=[CH:40][C:39](B(O)O)=[CH:38][CH:37]=1>>[CH3:1][N:2]([CH3:34])[C@@H:3]1[CH2:7][CH2:6][N:5]([C:8]2[CH:13]=[CH:12][C:11]([N:14]3[CH2:23][CH2:22][C:21]4[C:16](=[CH:17][CH:18]=[C:19]([C:39]5[CH:40]=[CH:41][C:36]([F:35])=[CH:37][CH:38]=5)[CH:20]=4)[C:15]3=[O:32])=[CH:10][C:9]=2[F:33])[CH2:4]1. Reported procedure: Trifluoromethanesulfonic acid 2-[4-((R)-3-dimethylaminopyrrolidin-1-yl)-3-fluorophenyl]-1-oxo-1,2,3,4-tetrahydroisoquinolin-6-yl ester was reacted with 4-fluorophenylboronic acid by method O. The product with the molecular weight of 447.53 (C27H27F2N3O) was obtained in this way; MS (ESI): 448 (M+H+).